Dataset: the Open Reaction Database (ORD), a public repository of structured organic reaction records. Task: describe an organic reaction: reactants, conditions, products, and yield Reactants: C(C1=CC=CC=C1)OCC(CNC(COC1=CC=C(CC2C(NC(S2)=O)=O)C=C1)C)O (5-{4-[2-(3-benzyloxy-2-hydroxypropylamino)propoxy]benzyl}thiazolidine-2,4-dione), N,N'-carbonyldiimidazole, CN(C=O)C (dimethylformamide). Product: C(C1=CC=CC=C1)OCC1CN(C(O1)=O)C(COC1=CC=C(CC2C(NC(S2)=O)=O)C=C1)C (5-{4-[2-(5-Benzyloxymethyl-2-oxooxazolidin-3-yl)propoxy]benzyl}thiazolidine-2,4-dione). As a reaction SMILES: [CH2:1]([O:8][CH2:9][CH:10]([OH:31])[CH2:11][NH:12][CH:13]([CH3:30])[CH2:14][O:15][C:16]1[CH:29]=[CH:28][C:19]([CH2:20][CH:21]2[S:25][C:24](=[O:26])[NH:23][C:22]2=[O:27])=[CH:18][CH:17]=1)[C:2]1[CH:7]=[CH:6][CH:5]=[CH:4][CH:3]=1.CN(C)[CH:34]=[O:35]>>[CH2:1]([O:8][CH2:9][CH:10]1[O:31][C:34](=[O:35])[N:12]([CH:13]([CH3:30])[CH2:14][O:15][C:16]2[CH:29]=[CH:28][C:19]([CH2:20][CH:21]3[S:25][C:24](=[O:26])[NH:23][C:22]3=[O:27])=[CH:18][CH:17]=2)[CH2:11]1)[C:2]1[CH:7]=[CH:6][CH:5]=[CH:4][CH:3]=1. Procedure details: A procedure similar to that described in Example 4 was repeated, except that 200 mg of 5-{4-[2-(3-benzyloxy-2-hydroxypropylamino)propoxy]benzyl}thiazolidine-2,4-dione (prepared as described in Example 15), 73 mg of N,N'-carbonyldiimidazole and 20 ml of anhydrous dimethylformamide were used. The resulting crude product was purified by silica gel column chromatography, using a gradient elution method, with mixtures of ethyl acetate and hexane in ratios ranging from 2:1 to 3:1 by volume as the elue... Reactants: C(C1=CC=CC=C1)OC(=O)N[C@H]1CC(=O)OC1=O (N-benzyloxycarbonyl-L-aspartic acid anhydride), Cl.COC([C@@H](N)CC1=CC=CC=C1)=O (L-phenylalanine methyl ester hydrochloride), C([O-])([O-])=O.[K+].[K+] (potassium carbonate), 20.C, O (water), 20.C. Run in C(C)(=O)O (acetic acid). Conditions: time 3 hour. Product: COC([C@@H](NC([C@@H](NC(=O)OCC1=CC=CC=C1)CC(O)=O)=O)CC1=CC=CC=C1)=O (N-benzyloxycarbonyl-α-L-aspartyl-phenylalanine methyl ester). As a reaction SMILES: [CH2:1]([O:8][C:9]([NH:11][C@@H:12]1[C:17](=[O:18])[O:16][C:14](=[O:15])[CH2:13]1)=[O:10])[C:2]1[CH:7]=[CH:6][CH:5]=[CH:4][CH:3]=1.Cl.[CH3:20][O:21][C:22](=[O:32])[C@H:23]([CH2:25][C:26]1[CH:31]=[CH:30][CH:29]=[CH:28][CH:27]=1)[NH2:24].C(=O)([O-])[O-].[K+].[K+].O>C(O)(=O)C>[CH3:20][O:21][C:22](=[O:32])[C@H:23]([CH2:25][C:26]1[CH:31]=[CH:30][CH:29]=[CH:28][CH:27]=1)[NH:24][C:17](=[O:18])[C@H:12]([CH2:13][C:14](=[O:15])[OH:16])[NH:11][C:9]([O:8][CH2:1][C:2]1[CH:7]=[CH:6][CH:5]=[CH:4][CH:3]=1)=[O:10] |f:1.2,3.4.5|. Procedure: To 24.9 g (0.1 mole) of N-benzyloxycarbonyl-L-aspartic acid anhydride in 100.4 g of acetic acid were added 21.6 g (0.1 mole) of L-phenylalanine methyl ester hydrochloride and 7.6 g (0.055 mole) of potassium carbonate. The reaction was carried out for 3 hours with stirring at 15°-20.C. Thereafter 75.3 g of water was added and the mixture was stirred for one hour at 15°-20.C. The precipitated crystals were filtered, washed and dried to obtain crystals of N-benzyloxycarbonyl-α-L-aspartyl-phenylalan... Starting materials: C(CC(=O)OCC)(=O)OC(C)(C)C (t-Butyl ethyl malonate), BrN1C(=O)N(C(=O)C1(C)C)Br (1,3-dibromo-5,5-dimethylhydantoin). Solvent: C1(=CC=CC=C1)C (toluene). Conditions: temperature 80 celsius, time 18 hour. Product: BrC(C(=O)OC(C)(C)C)C(=O)OCC (t-butyl ethyl bromomalonate). Isolated yield 176.5%. RXN SMILES: [C:1]([O:9][C:10]([CH3:13])([CH3:12])[CH3:11])(=[O:8])[CH2:2][C:3]([O:5][CH2:6][CH3:7])=[O:4].[Br:14]N1C(C)(C)C(=O)N(Br)C1=O>C1(C)C=CC=CC=1>[Br:14][CH:2]([C:3]([O:5][CH2:6][CH3:7])=[O:4])[C:1]([O:9][C:10]([CH3:12])([CH3:11])[CH3:13])=[O:8]. Reported procedure: t-Butyl ethyl malonate (25.00 g, 0.13 mol) was dissolved in toluene and warmed to 80° C. To the resulting solution was added 1,3-dibromo-5,5-dimethylhydantoin (25.00 g, 0.07 mol). The reaction was stirred at elevated (80° C.) temperature 18 h. The reaction was cooled concentrated and taken up in Et2O. The organic layer was washed, with sat. NaHCO3 (2×), brine (3×), dried (MgSO4), filtered and concentrated. Purification by filtration on silica (70:30; hept:EtOAc) yielded 33.0 g (93%) of a light y... Starting materials: C(C)(C)(C)OC(NC1(CCC1)C1=CC=C(C=C1)C1=C(N=C2N1C1=C(NC3=C2C=CC=C3)N=CC=C1)C1=CC=C(C=C1)C(=O)N1CCCC1)=O (tert-Butyl[1-(4-{2-[4-(pyrrolidin-1-ylcarbonyl)phenyl]-9H-imidazo[1,2-d]pyrido[2,3-b][1,4]benzodiazepin-3-yl}phenyl)cyclobutyl]carbamate), Cl.O1CCOCC1 (HCl dioxane). The solvent is CO (MeOH). Conditions: time 12 hour. Yields the product Cl.Cl.Cl.N1(CCCC1)C(=O)C1=CC=C(C=C1)C=1N=C2N(C3=C(NC4=C2C=CC=C4)N=CC=C3)C1C1=CC=C(C=C1)C1(CCC1)N (1-(4-{2-[4-(pyrrolidin-1-ylcarbonyl)phenyl]-9H-imidazo[1,2-d]pyrido[2,3-b][1,4]benzodiazepin-3-yl}phenyl)cyclobutanamine trihydrochloride). As a reaction SMILES: C(OC(=O)[NH:7][C:8]1([C:12]2[CH:17]=[CH:16][C:15]([C:18]3[N:22]4[C:23]5[CH:35]=[CH:34][CH:33]=[N:32][C:24]=5[NH:25][C:26]5[CH:31]=[CH:30][CH:29]=[CH:28][C:27]=5[C:21]4=[N:20][C:19]=3[C:36]3[CH:41]=[CH:40][C:39]([C:42]([N:44]4[CH2:48][CH2:47][CH2:46][CH2:45]4)=[O:43])=[CH:38][CH:37]=3)=[CH:14][CH:13]=2)[CH2:11][CH2:10][CH2:9]1)(C)(C)C.[ClH:50].O1CCOCC1>CO>[ClH:50].[ClH:50].[ClH:50].[N:44]1([C:42]([C:39]2[CH:40]=[CH:41][C:36]([C:19]3[N:20]=[C:21]4[C:27]5[CH:28]=[CH:29][CH:30]=[CH:31][C:26]=5[NH:25][C:24]5[N:32]=[CH:33][CH:34]=[CH:35][C:23]=5[N:22]4[C:18]=3[C:15]3[CH:14]=[CH:13][C:12]([C:8]4([NH2:7])[CH2:9][CH2:10][CH2:11]4)=[CH:17][CH:16]=3)=[CH:37][CH:38]=2)=[O:43])[CH2:45][CH2:46][CH2:47][CH2:48]1 |f:1.2,4.5.6.7|. Procedure details: tert-Butyl[1-(4-{2-[4-(pyrrolidin-1-ylcarbonyl)phenyl]-9H-imidazo[1,2-d]pyrido[2,3-b][1,4]benzodiazepin-3-yl}phenyl)cyclobutyl]carbamate (12 mg, 0.018 mmol) in MeOH (0.5 mL) was added 4N HCl-dioxane (2 mL) and stirred at r.t for 12 hours. The mixture was concentrated to afford the desired product (12 mg, quant) as a yellow solid. 1HNMR (DMSO-d6) 400 MHz δ: 8.62 (s, 1H), 8.60 (br s, 2H), 8.11 (dd, J=4.6 Hz and 1.7 Hz, 1H), 7.97 (dd, J=8.0 Hz and 1.7 Hz, 1H), 7.53 (t, J=8.0 Hz, 4H), 7.45 (d, J=8.6...